Dataset: the Open Reaction Database (ORD), a public repository of structured organic reaction records. Task: describe an organic reaction: reactants, conditions, products, and yield Reactants: CO, COc1cc(-c2ccsc2)cc([N+](=O)[O-])c1, [Cl-], [NH4+], O, [Zn]. The product is COc1cc(N)cc(-c2ccsc2)c1. Reaction SMILES: [CH3:19][OH:20].[CH3:1][O:2][c:3]1[cH:4][c:5](-[c:12]2[cH:13][s:14][cH:15][cH:16]2)[cH:6][c:7]([N+:9]([O-:10])=[O:11])[cH:8]1.[Cl-:17].[NH4+:18].[OH2:22].[Zn:21]>>[CH3:1][O:2][c:3]1[cH:4][c:5](-[c:12]2[cH:13][s:14][cH:15][cH:16]2)[cH:6][c:7]([NH2:9])[cH:8]1. The reactants are COC=1C=C(C=CC1OC)CCC(=O)NC1=C(C=CC(=C1)Cl)O (3-(3,4-dimethoxyphenyl)propanoyl-2-hydroxy-5-chloro-aniline), O.C1(=CC=C(C=C1)S(=O)(=O)O)C (p-toluenesulfonic acid monohydrate). Solvent: C1(=CC=CC=C1)C (toluene). Yields the product ClC=1C=CC2=C(N=C(O2)CCC2=CC(=C(C=C2)OC)OC)C1 (5-Chloro-2-[2-(3,4-dimethoxyphenyl)ethyl]Benzoxazole). The yield is 64.9%. Reaction SMILES: [CH3:1][O:2][C:3]1[CH:4]=[C:5]([CH2:11][CH2:12][C:13]([NH:15][C:16]2[CH:21]=[C:20]([Cl:22])[CH:19]=[CH:18][C:17]=2[OH:23])=O)[CH:6]=[CH:7][C:8]=1[O:9][CH3:10].O.C1(C)C=CC(S(O)(=O)=O)=CC=1>C1(C)C=CC=CC=1>[Cl:22][C:20]1[CH:19]=[CH:18][C:17]2[O:23][C:13]([CH2:12][CH2:11][C:5]3[CH:6]=[CH:7][C:8]([O:9][CH3:10])=[C:3]([O:2][CH3:1])[CH:4]=3)=[N:15][C:16]=2[CH:21]=1 |f:1.2|. Procedure details: N-[3-(3,4-dimethoxyphenyl)propanoyl-2-hydroxy-5-chloro-aniline (2.3 g, 6.3 mmol) in toluene (30 ml) and p-toluenesulfonic acid monohydrate (0.3 g, 1.5 mmol) was heated under reflux for 3 hours. The cooled reaction mixture was decanted from some tar and the toluene was evaporated. The residue was crystallized from t-butyl methyl ether with charcoal to give 1.3 g of the title compound which was recrystallized from t-butyl methyl ether to give pure title compound (1.08 g) mp 102-105° C. Starting materials: COC(=O)C1=CC2=CC=C(C(=C2C=C1)C=O)OCC(=O)OC (6-methoxycarbonylmethoxy-5-formyl-2-naphthoic acid methyl ester), FC(OC1=CC=C(CN)C=C1)(F)F (4-trifluoromethoxy-benzyl amine). Product: C(=O)(O)COC=1C(=C2C=CC(=CC2=CC1)C(=O)O)CNCC1=CC=C(C=C1)OC(F)(F)F (6-(Carboxymethoxy)-5-({[4-(trifluoromethoxy)benzyl]amino}methyl)-2-naphthoic acid). Reaction SMILES: C[O:2][C:3]([C:5]1[CH:14]=[CH:13][C:12]2[C:7](=[CH:8][CH:9]=[C:10]([O:17][CH2:18][C:19]([O:21]C)=[O:20])[C:11]=2[CH:15]=O)[CH:6]=1)=[O:4].[F:23][C:24]([F:35])([F:34])[O:25][C:26]1[CH:33]=[CH:32][C:29]([CH2:30][NH2:31])=[CH:28][CH:27]=1>>[C:19]([CH2:18][O:17][C:10]1[C:11]([CH2:15][NH:31][CH2:30][C:29]2[CH:32]=[CH:33][C:26]([O:25][C:24]([F:23])([F:34])[F:35])=[CH:27][CH:28]=2)=[C:12]2[C:7](=[CH:8][CH:9]=1)[CH:6]=[C:5]([C:3]([OH:2])=[O:4])[CH:14]=[CH:13]2)([OH:21])=[O:20]. Procedure details: The title compound was prepared as a white solid (0.050 g, 58% for two steps) from 6-methoxycarbonylmethoxy-5-formyl-2-naphthoic acid methyl ester using 4-trifluoromethoxy-benzyl amine and a procedure similar to steps 3-4 of Example 1, mp >266° C. (decomp.); 1H NMR (DMSO-d6) δ4.31 (s, 2H), 4.58 (s, 2H), 4.77 (s, 2H), 7.42 (d, J=8.4 Hz, 2H), 7.62 (d, J=9.3 Hz,1 H), 7.68 (d, J=8.7 Hz, 2H), 8.00 (dd, J=1.5, 8.9 Hz, 1H), 8.17 (d, J=9.0 Hz, 1H), 8.21 (d, J=9.3 Hz, 1H), 8.58 (d, J=1.2 Hz, 1H), 10.05-1...